This data is from the Open Reaction Database (ORD), a public repository of structured organic reaction records. The task is: describe an organic reaction: reactants, conditions, products, and yield The reactants are COC(CCC1=C(C=C(C=C1)O)C)=O (3-(4-hydroxy-2-methyl-phenyl)-propionic acid methyl ester), BrC1=CC=C(C=C1)I (1-bromo-4-iodobenzene), C([O-])([O-])=O.[Cs+].[Cs+] (cesium carbonate), CC(C)(C(CC(C(C)(C)C)=O)=O)C (2,2,6,6-tetramethyl-3,5-heptanedione). The reagents and catalysts are [Cu]Cl (copper (I) chloride). The solvent is CN1C(CCC1)=O (1-methyl-2-pyrrolidinone). Reaction conditions: temperature 120 celsius. Yields the product COC(CCC1=C(C=C(C=C1)OC1=CC=C(C=C1)Br)C)=O (3-[4-(4-Bromo-phenoxy)-2-methyl-phenyl]-propionic acid methyl ester). The yield is 42.0%. Reaction SMILES: [CH3:1][O:2][C:3](=[O:14])[CH2:4][CH2:5][C:6]1[CH:11]=[CH:10][C:9]([OH:12])=[CH:8][C:7]=1[CH3:13].[Br:15][C:16]1[CH:21]=[CH:20][C:19](I)=[CH:18][CH:17]=1.C(=O)([O-])[O-].[Cs+].[Cs+].CC(C)(C(=O)CC(=O)C(C)(C)C)C>CN1CCCC1=O.[Cu]Cl>[CH3:1][O:2][C:3](=[O:14])[CH2:4][CH2:5][C:6]1[CH:11]=[CH:10][C:9]([O:12][C:19]2[CH:20]=[CH:21][C:16]([Br:15])=[CH:17][CH:18]=2)=[CH:8][C:7]=1[CH3:13] |f:2.3.4|. Procedure details: A mixture of 3-(4-hydroxy-2-methyl-phenyl)-propionic acid methyl ester (2.0 g, 10.3 mmol), 1-bromo-4-iodobenzene (8.74 g, 30.9 mmol), cesium carbonate (4.03 g, 12.4 mmol), copper (I) chloride (0.51 g, 5.15 mmol) and 2,2,6,6-tetramethyl-3,5-heptanedione (0.47 g, 2.55 mmol) in 1-methyl-2-pyrrolidinone (20 mL) is heated to 120° C. for 1 hour under N2. The reaction is cooled and quenched with 1 N HCl. The mixture is then diluted with Et2O and extracted with water. The organic layer is dried (Na2SO4)... Reactants: ClC1=C(C=CC=C1)C=1OC2=C(C(=CC(=C2C(C1)=O)OC)OC)[C@H]1[C@@H](N(CC1)C1=CC=C(C=C1)OC)CO ((±)-trans-2-(2-Chloro-phenyl)-8-[2-hydroxymethyl-1-(4-methoxy-phenyl)-pyrrolidin-3-yl]-5,7-dimethoxy-chromen-4-one), Cl.N1=CC=CC=C1 (pyridine hydrochloride). The product is ClC1=C(C=CC=C1)C=1OC2=C(C(=CC(=C2C(C1)=O)O)O)[C@H]1[C@@H](N(CC1)C1=CC=C(C=C1)O)CO ((±)-trans-2-(2-Chloro-phenyl)-5,7-dihydroxy-8-[2-hydroxymethyl-1-(4-hydroxyphenyl)-pyrrolidin-3-yl]-chromen-4-one). RXN SMILES: [Cl:1][C:2]1[CH:7]=[CH:6][CH:5]=[CH:4][C:3]=1[C:8]1[O:9][C:10]2[C:15]([C:16](=[O:18])[CH:17]=1)=[C:14]([O:19]C)[CH:13]=[C:12]([O:21]C)[C:11]=2[C@@H:23]1[CH2:27][CH2:26][N:25]([C:28]2[CH:33]=[CH:32][C:31]([O:34]C)=[CH:30][CH:29]=2)[C@H:24]1[CH2:36][OH:37].Cl.N1C=CC=CC=1>>[Cl:1][C:2]1[CH:7]=[CH:6][CH:5]=[CH:4][C:3]=1[C:8]1[O:9][C:10]2[C:15]([C:16](=[O:18])[CH:17]=1)=[C:14]([OH:19])[CH:13]=[C:12]([OH:21])[C:11]=2[C@@H:23]1[CH2:27][CH2:26][N:25]([C:28]2[CH:29]=[CH:30][C:31]([OH:34])=[CH:32][CH:33]=2)[C@H:24]1[CH2:36][OH:37] |f:1.2|. Procedure: Compound of example 124 (0.7 g, 1.3 mmol) was demethylated using pyridine hydrochloride (10.5 g, 90.9 mmol) as described in example 17 to obtain the title compound.